Dataset: the Open Reaction Database (ORD), a public repository of structured organic reaction records. Task: describe an organic reaction: reactants, conditions, products, and yield Reaction SMILES: [BH4-:29].[CH2:1]([CH3:2])[O:3][C:4]([CH:5]=[CH:6][c:7]1[cH:8][c:9]2[c:13]([cH:14][cH:15]1)[CH2:12][CH:11]([CH2:16][NH:17][S:18](=[O:19])(=[O:20])[c:21]1[cH:22][cH:23][c:24]([Cl:27])[cH:25][cH:26]1)[CH2:10]2)=[O:28].[CH3:31][CH2:32][OH:33].[Na+:30]>>[CH2:1]([CH3:2])[O:3][C:4]([CH2:5][CH2:6][c:7]1[cH:8][c:9]2[c:13]([cH:14][cH:15]1)[CH2:12][CH:11]([CH2:16][NH:17][S:18](=[O:19])(=[O:20])[c:21]1[cH:22][cH:23][c:24]([Cl:27])[cH:25][cH:26]1)[CH2:10]2)=[O:28]. Reactants: [BH4-], CCOC(=O)C=Cc1ccc2c(c1)CC(CNS(=O)(=O)c1ccc(Cl)cc1)C2, CCO, [Na+]. Product: CCOC(=O)CCc1ccc2c(c1)CC(CNS(=O)(=O)c1ccc(Cl)cc1)C2.